This data is from the Open Reaction Database (ORD), a public repository of structured organic reaction records. The task is: describe an organic reaction: reactants, conditions, products, and yield Starting materials: CN(C1=NC=CC=C1)C (dimethyl-pyridin-2-yl-amine), CN(CCO)C (2-dimethylaminoethanol), [Li]CCCC (n-BuLi), C(CCC)[Sn](CCCC)(CCCC)Cl (tributyl tin chloride). Run in CCCCCC (hexane), O (water), CCCCCC (hexane). Conditions: temperature 2.5 celsius, time 30 minute. Yields the product CN(C1=NC(=CC=C1)[Sn](CCCC)(CCCC)CCCC)C (Dimethyl-(6-tributylstannanyl-pyridin-2-yl)-amine). As a reaction SMILES: CN(C)CCO.[Li]CCCC.[CH3:12][N:13]([CH3:20])[C:14]1[CH:19]=[CH:18][CH:17]=[CH:16][N:15]=1.[CH2:21]([Sn:25](Cl)([CH2:30][CH2:31][CH2:32][CH3:33])[CH2:26][CH2:27][CH2:28][CH3:29])[CH2:22][CH2:23][CH3:24]>CCCCCC.O>[CH3:12][N:13]([CH3:20])[C:14]1[CH:19]=[CH:18][CH:17]=[C:16]([Sn:25]([CH2:26][CH2:27][CH2:28][CH3:29])([CH2:30][CH2:31][CH2:32][CH3:33])[CH2:21][CH2:22][CH2:23][CH3:24])[N:15]=1. Procedure details: To a solution of 2-dimethylaminoethanol (0.65 mL, 9.60 mmol) in hexane (10.0 mL, HPLC grade) cooled at −5° C. was added drop wise n-BuLi (1.60 M, 11.38 mL, 18.20 mmol) under nitrogen atmosphere. After 30 min at 0° C., dimethyl-pyridin-2-yl-amine (0.40 g, 3.20 mmol) in hexane (5.0 mL) was added drop wise. After stirring the reaction mixture for 1 h at 0-5° C., the reaction medium was cooled to −78° C. followed by drop wise addition of tributyl tin chloride (1.55 mL, 8.0 mmol). The resulting react... Reactants: NC1=C(C(=O)O)C=CC=N1 (2-aminonicotinic acid), OC1CCN(CC1)C(=O)OC(C)(C)C (tert-butyl 4-hydroxytetrahydro-1(2H)-pyridinecarboxylate), C1(CCC1)=O (cyclobutanone), CN (methylamine), COC1=C(C=O)C=CC(=C1)O (2-methoxy-4-hydroxybenzaldehyde). Product: C1(CCC1)N1CCC(CC1)OC1=CC(=C(C=C1)C=1N(C(C2=C(N1)N=CC=C2)=O)C)OC (2-{4-[{1-Cyclobutylpiperidin-4-yl)oxy]-2-methoxyphenyl}-3-methylpyrido[2,3-d]pyrimidin-4(3H)-one). Reaction SMILES: [NH2:1][C:2]1[N:10]=[CH:9][CH:8]=[CH:7][C:3]=1[C:4]([OH:6])=O.[CH3:11][NH2:12].[CH3:13][O:14][C:15]1[CH:22]=[C:21]([OH:23])[CH:20]=[CH:19][C:16]=1[CH:17]=O.O[CH:25]1[CH2:30][CH2:29][N:28]([C:31](OC(C)(C)C)=O)[CH2:27][CH2:26]1.[C:38]1(=O)[CH2:41]C[CH2:39]1>>[CH:31]1([N:28]2[CH2:27][CH2:26][CH:25]([O:23][C:21]3[CH:20]=[CH:19][C:16]([C:17]4[N:12]([CH3:11])[C:4](=[O:6])[C:3]5[CH:7]=[CH:8][CH:9]=[N:10][C:2]=5[N:1]=4)=[C:15]([O:14][CH3:13])[CH:22]=3)[CH2:30][CH2:29]2)[CH2:41][CH2:38][CH2:39]1. Reported procedure: The entitled compound was obtained according to the method of Example 85 but using 2-aminonicotinic acid, methylamine, 2-methoxy-4-hydroxybenzaldehyde, tert-butyl 4-hydroxytetrahydro-1(2H)-pyridinecarboxylate, and cyclobutanone. The reactants are P(=O)(Cl)(Cl)Cl (Phosphorus oxychloride), C1(=CC=CC=C1)N1C(N(C(CC1=O)=O)C1=CC=CC=C1)=O (1,3-diphenyl-pyrimidine-2,4,6-trione), ice water. Run in O (water). Run at time 50 minute. Product: ClC1=CC(N(C(N1C1=CC=CC=C1)=O)C1=CC=CC=C1)=O (6-chloro-1,3-diphenyl-1H-pyrimidine-2,4-dione). Yield: 74.0%. As a reaction SMILES: [C:1]1([N:7]2[C:12](=O)[CH2:11][C:10](=[O:14])[N:9]([C:15]3[CH:20]=[CH:19][CH:18]=[CH:17][CH:16]=3)[C:8]2=[O:21])[CH:6]=[CH:5][CH:4]=[CH:3][CH:2]=1.P(Cl)(Cl)([Cl:24])=O>O>[Cl:24][C:12]1[N:7]([C:1]2[CH:6]=[CH:5][CH:4]=[CH:3][CH:2]=2)[C:8](=[O:21])[N:9]([C:15]2[CH:20]=[CH:19][CH:18]=[CH:17][CH:16]=2)[C:10](=[O:14])[CH:11]=1. Reported procedure: To 1,3-diphenyl-pyrimidine-2,4,6-trione 19 (78.0 g) obtained in Step 1 was added water (16 ml). Phosphorus oxychloride (422 ml) was added dropwise under stirring at room temperature over 50 min. After the completion of the dropwise addition, the mixture was stirred under heating at 110° C. for 3 hrs. After allowing to cool to room temperature, the reaction mixture was added to ice water by small portions and the mixture was stirred at room temperature and extracted with ethyl acetate. The organi... Starting materials: CNC(C1=C(C=CC=C1)C)=O (N-methyl-2-methylbenzamide), C(#N)C1=CC=C(C=C1)SC (4-cyanothioanisole). Product: CSC1=CC=C(C=C1)C=1NC(C2=CC=CC=C2C1)=O (3-(4-methylthiophenyl)isoquinolin-1-one). Isolated yield 46.7%. As a reaction SMILES: [CH3:1][NH:2][C:3](=[O:11])[C:4]1[CH:9]=[CH:8][CH:7]=[CH:6][C:5]=1[CH3:10].C([C:14]1[CH:19]=[CH:18][C:17]([S:20][CH3:21])=[CH:16][CH:15]=1)#N>>[CH3:21][S:20][C:17]1[CH:18]=[CH:19][C:14]([C:1]2[NH:2][C:3](=[O:11])[C:4]3[C:5]([CH:10]=2)=[CH:6][CH:7]=[CH:8][CH:9]=3)=[CH:15][CH:16]=1. Procedure details: According to the method of Example 10-1, N-methyl-2-methylbenzamide (5.97 g) and 4-cyanothioanisole (5.97 g) were reacted, to give 3-(4-methylthiophenyl)isoquinolin-1-one (5.00 g). The reactants are CN(\C=C(\C(=O)C1=C(N=C(S1)NC)C)/F)C ((Z)-3-(dimethylamino)-2-fluoro-1-(4-methyl-2-(methylamino)thiazol-5-yl)prop-2-en-1-one), N(C(=N)N)C=1C=C(C=CC1)S(=O)(=O)N (3-guanidinobenzenesulfonamide). Solvent: O(C)CCO (2-methoxylethanol). Run at temperature 140 celsius. Product: FC=1C(=NC(=NC1)NC=1C=C(C=CC1)S(=O)(=O)N)C1=C(N=C(S1)NC)C (3-(5-Fluoro-4-(4-methyl-2-(methylamino)thiazol-5-yl)pyrimidin-2-ylamino)benzene sulfonamide). RXN SMILES: CN(C)/[CH:3]=[C:4](\[F:15])/[C:5]([C:7]1[S:11][C:10]([NH:12][CH3:13])=[N:9][C:8]=1[CH3:14])=O.[NH:17]([C:21]1[CH:22]=[C:23]([S:27]([NH2:30])(=[O:29])=[O:28])[CH:24]=[CH:25][CH:26]=1)[C:18]([NH2:20])=[NH:19]>O(CCO)C>[F:15][C:4]1[C:5]([C:7]2[S:11][C:10]([NH:12][CH3:13])=[N:9][C:8]=2[CH3:14])=[N:19][C:18]([NH:17][C:21]2[CH:22]=[C:23]([S:27]([NH2:30])(=[O:28])=[O:29])[CH:24]=[CH:25][CH:26]=2)=[N:20][CH:3]=1. Procedure details: A mixture of (Z)-3-(dimethylamino)-2-fluoro-1-(4-methyl-2-(methylamino)thiazol-5-yl)prop-2-en-1-one (1 mmol) and 3-guanidinobenzenesulfonamide (2 mmol) in 2.5 mL 2-methoxylethanol was heated at 140° C. for 45 minutes under microwave radiation. The mixture was purified by column chromatography using EtOAc/PE or EtOAc/MeOH to yield the titled compound as yellow solid. The reactants are CC1=CC=C(C=N1)C1=NN2C(N=C(C=C2N2CCOCC2)NN)=C1 ([2-(6-methyl-pyridin-3-yl)-7-morpholin-4-yl-pyrazolo[1,5-a]pyrimidin-5-yl]-hydrazine), C(C)(=O)O (acetic acid), C1=CC=C2C(=C1)C(=CN2)C=O (indole-3-carboxy-aldehyde). Run in C(C)O (ethanol). Run at time 16 hour. The product is N1C=C(C2=CC=CC=C12)C=NNC1=NC=2N(C(=C1)N1CCOCC1)N=C(C2)C=2C=NC(=CC2)C (N-(1H-indol-3-yl-methylidene)-N′-[2-(6-methyl-pyridin-3-yl)-7-morpholin-4-yl-pyrazolo[1,5-a]pyrimidin-5-yl]-hydrazine). The yield is 47.3%. Reaction SMILES: [CH3:1][C:2]1[N:7]=[CH:6][C:5]([C:8]2[CH:24]=[C:11]3[N:12]=[C:13]([NH:22][NH2:23])[CH:14]=[C:15]([N:16]4[CH2:21][CH2:20][O:19][CH2:18][CH2:17]4)[N:10]3[N:9]=2)=[CH:4][CH:3]=1.C(O)(=O)C.[CH:29]1[CH:34]=[C:33]2[C:35]([CH:38]=O)=[CH:36][NH:37][C:32]2=[CH:31][CH:30]=1>C(O)C>[NH:37]1[C:32]2[C:33](=[CH:34][CH:29]=[CH:30][CH:31]=2)[C:35]([CH:38]=[N:23][NH:22][C:13]2[CH:14]=[C:15]([N:16]3[CH2:17][CH2:18][O:19][CH2:20][CH2:21]3)[N:10]3[N:9]=[C:8]([C:5]4[CH:6]=[N:7][C:2]([CH3:1])=[CH:3][CH:4]=4)[CH:24]=[C:11]3[N:12]=2)=[CH:36]1. Procedure details: There was suspended, in ethanol (3.0 mL), [2-(6-methyl-pyridin-3-yl)-7-morpholin-4-yl-pyrazolo[1,5-a]pyrimidin-5-yl]-hydrazine (70 mg, 0.22 mM), then acetic acid (6.3 μL, 0.11 mM) and indole-3-carboxy-aldehyde (35 mg, 0.24 mM) were added to the suspension and the mixture was stirred at room temperature for 16 hours. The precipitated solid was recovered through filtration and then washed with diethyl ether to thus give the title compound (46 mg, yield: 47%).